From a dataset of the Open Reaction Database (ORD), a public repository of structured organic reaction records. describe an organic reaction: reactants, conditions, products, and yield Starting materials: C(C)N(CC(CO)(C)C)CC (3-diethylamino-2,2 dimethylpropanol), ClC1=CC=C(C=C1)C1=CC=C(O1)C(=O)O (5-(p-Chlorophenyl)-2-furoic acid), S(=O)(Cl)Cl (thionyl chloride), S(=O)(Cl)Cl (thionyl chloride). Run in C1=CC=CC=C1 (benzene), C1=CC=CC=C1 (benzene), petroleum ether. Reaction conditions: time 18 hour. The product is Cl.ClC1=CC=C(C=C1)C1=CC=C(O1)C(=O)OCC(CN(CC)CC)(C)C (3-Diethylamino-2,2-dimethylpropyl 5-(p-Chlorophenyl)-2-furoate Hydrochloride). RXN SMILES: [Cl:1][C:2]1[CH:7]=[CH:6][C:5]([C:8]2[O:12][C:11]([C:13]([OH:15])=[O:14])=[CH:10][CH:9]=2)=[CH:4][CH:3]=1.S(Cl)(Cl)=O.[CH2:20]([N:22]([CH2:29][CH3:30])[CH2:23][C:24]([CH3:28])([CH3:27])[CH2:25]O)[CH3:21]>C1C=CC=CC=1>[ClH:1].[Cl:1][C:2]1[CH:3]=[CH:4][C:5]([C:8]2[O:12][C:11]([C:13]([O:15][CH2:25][C:24]([CH3:28])([CH3:27])[CH2:23][N:22]([CH2:29][CH3:30])[CH2:20][CH3:21])=[O:14])=[CH:10][CH:9]=2)=[CH:6][CH:7]=1 |f:4.5|. Procedure details: 5-(p-Chlorophenyl)-2-furoic acid (33.5 g., 0.15 mole) is added with rapid stirring to thionyl chloride (58 ml.) at room temperature, heated until solution occurs (about 20 min.) and then refluxed for 2 hr. The mixture is stripped of excess thionyl chloride in vacuo, benzene (100 ml.) is added, and again stripped of solvent. The residue is treated with a solution of 3-diethylamino-2,2 dimethylpropanol (24.1 g., 0.15 mole) in benzene (700 ml.), refluxed for 4 hr., cooled, diluted with petroleum et...